Dataset: the Open Reaction Database (ORD), a public repository of structured organic reaction records. Task: describe an organic reaction: reactants, conditions, products, and yield Reactants: C(C)OC(C(CC1=CC=C(C=C1)OCCC1N(C(N(C1)CC1=CC(=CC=C1)C(F)(F)F)=O)C)(C)OC1=C(C=CC=C1)F)=O (2-(2-Fluoro-phenoxy)-2-methyl-3-(4-{2-[3-methyl-2-oxo-1-(3-trifluoromethyl-benzyl)-imidazolidin-4-yl]-ethoxy}-phenyl)-propionic acid ethyl ester), [OH-].[Na+] (NaOH). Run in C(C)O (ethanol). Product: FC1=C(OC(C(=O)O)(CC2=CC=C(C=C2)OCCC2N(C(N(C2)CC2=CC(=CC=C2)C(F)(F)F)=O)C)C)C=CC=C1 (2-(2-Fluoro-phenoxy)-2-methyl-3-(4-{2-[3-methyl-2-oxo-1-(3-trifluoromethyl-benzyl)-imidazolidin-4-yl]-ethoxy}-phenyl)-propionic acid). As a reaction SMILES: C([O:3][C:4](=[O:43])[C:5]([O:35][C:36]1[CH:41]=[CH:40][CH:39]=[CH:38][C:37]=1[F:42])([CH3:34])[CH2:6][C:7]1[CH:12]=[CH:11][C:10]([O:13][CH2:14][CH2:15][CH:16]2[CH2:20][N:19]([CH2:21][C:22]3[CH:27]=[CH:26][CH:25]=[C:24]([C:28]([F:31])([F:30])[F:29])[CH:23]=3)[C:18](=[O:32])[N:17]2[CH3:33])=[CH:9][CH:8]=1)C.[OH-].[Na+]>C(O)C>[F:42][C:37]1[CH:38]=[CH:39][CH:40]=[CH:41][C:36]=1[O:35][C:5]([CH3:34])([CH2:6][C:7]1[CH:8]=[CH:9][C:10]([O:13][CH2:14][CH2:15][CH:16]2[CH2:20][N:19]([CH2:21][C:22]3[CH:27]=[CH:26][CH:25]=[C:24]([C:28]([F:30])([F:31])[F:29])[CH:23]=3)[C:18](=[O:32])[N:17]2[CH3:33])=[CH:11][CH:12]=1)[C:4]([OH:43])=[O:3] |f:1.2|. Procedure details: A solution of 2-(2-Fluoro-phenoxy)-2-methyl-3-(4-{2-[3-methyl-2-oxo-1-(3-trifluoromethyl-benzyl)-imidazolidin-4-yl]-ethoxy}-phenyl)-propionic acid ethyl ester and 5N NaOH (0.2 mL) in ethanol (2 mL) is refluxed under nitrogen for 1 h, cooled to ambient temperature, and concentrated in vacuo. The residue is diluted with 1N HCl, extracted with CH2Cl2, dried, concentrated in vacuo, and purified by LCMS to provide the title compound. 1H NMR (400 MHz, CDCl3): δ 7.53-7.42 (m, 2H), 7.29-6.93 (m, 7H), 6.... Starting materials: CN(C)C=O (DMF), [NH4+].[Cl-] (NH4Cl), ClC1=CC2=C(SC=C2C)C=C1 (5-chloro-3-methyl-benzo[b]thiophene), C(CCC)[Li] (n-butyllithium), solution. The solvent is C1CCOC1 (THF), hexanes. Reaction conditions: time 1 hour. The product is ClC1=CC2=C(SC(=C2C)CNC)C=C1 ((5-Chloro-3-methyl-benzo[b]thiophen-2-ylmethyl)methylamine). The yield is 107.4%. Reaction SMILES: [Cl:1][C:2]1[CH:11]=[CH:10][C:5]2[S:6][CH:7]=[C:8]([CH3:9])[C:4]=2[CH:3]=1.C([Li])CCC.[CH3:17][N:18](C=O)[CH3:19].[NH4+].[Cl-]>C1COCC1>[Cl:1][C:2]1[CH:11]=[CH:10][C:5]2[S:6][C:7]([CH2:17][NH:18][CH3:19])=[C:8]([CH3:9])[C:4]=2[CH:3]=1 |f:3.4|. Reported procedure: To a solution of 5-chloro-3-methyl-benzo[b]thiophene (4.98 g, 27.3 mmol) in THF (50 mL) at −40° C. was added n-butyllithium (18.7 mL of a 1.6 M solution in hexanes, 30.0 mmol) dropwise. The resulting yellow solution was stirred for 1 h and then DMF (6.3 mL, 81.9 mmol) was added in one portion. The solution was warmed slowly to room temperature and stirred overnight. Saturated aqueous NH4Cl was added and the mixture was extracted with ethyl acetate (3×200 mL). The combined organics were washed wi... The reactants are [H-].[Na+] (sodium hydride), C(CC(=O)[O-])(=O)OCC (ethyl malonate), Cl (hydrochloric acid), COC(C)(C)C (tert-butyl methyl ether), cuprous bromide, BrC1=C(C=CC=C1F)F (1-bromo-2,6-difluorobenzene). Run in O1CCOCC1 (1,4-dioxane), O (water). Yields the product FC1=C(C(=CC=C1)F)C(C(=O)OCC)C(=O)OCC (diethyl (2,6-difluorophenyl)malonate). As a reaction SMILES: [H-].[Na+].[C:3]([O:9][CH2:10][CH3:11])(=[O:8])[CH2:4][C:5]([O-:7])=[O:6].Br[C:13]1[C:18]([F:19])=[CH:17][CH:16]=[CH:15][C:14]=1[F:20].Cl.CO[C:24](C)(C)[CH3:25]>O.O1CCOCC1>[F:20][C:14]1[CH:15]=[CH:16][CH:17]=[C:18]([F:19])[C:13]=1[CH:4]([C:5]([O:7][CH2:24][CH3:25])=[O:6])[C:3]([O:9][CH2:10][CH3:11])=[O:8] |f:0.1|. Procedure details: Into a mixture of 8.00 g of sodium hydride (60% in oil) and 100 ml of 1,4-dioxane, 32.0 g of ethyl malonate were added dropwise at 60° C. , further 14.6 g of cuprous bromide and 19.3 g of 1-bromo-2,6-difluorobenzene were added subsequently, and then refluxed for 16 hours under heating. To the reaction mixture, conc. hydrochloric acid was added under ice-cooling, and then tert-butyl methyl ether and water were added. The separated organic layer was washed with dil. hydrochloric acid and water sub... The reactants are [N+](=O)([O-])C1=C(C=CC=C1[N+](=O)[O-])O (2,3-dinitrophenol), IC (iodomethane), C(=O)([O-])[O-].[K+].[K+] (K2CO3). Run at time 14 hour. The product is [N+](=O)([O-])C1=C(C=CC=C1[N+](=O)[O-])OC (2,3-dinitroanisole). Yield: 100.0%. Reaction SMILES: [N+:1]([C:4]1[C:9]([N+:10]([O-:12])=[O:11])=[CH:8][CH:7]=[CH:6][C:5]=1[OH:13])([O-:3])=[O:2].IC.[C:16]([O-])([O-])=O.[K+].[K+]>>[N+:1]([C:4]1[C:9]([N+:10]([O-:12])=[O:11])=[CH:8][CH:7]=[CH:6][C:5]=1[O:13][CH3:16])([O-:3])=[O:2] |f:2.3.4|. Procedure: A mixture of 2,3-dinitrophenol (5.43 mmol, 1 g), iodomethane (21.7 mmol, 1.35 mL) and K2CO3 (21.7 mmol, 2.99 g) was stirred at room temperature for 14 h. The reaction was then filtered through celite and the filter bed was washed with additional acetone. The filtrate was concentrated to provide 2,3-dinitroanisole (100%), which was dissolved in a mixture of EtOH/H2O (1:1, 20 mL) and Fe (19.4 mmol, 1.06 g) and concentrated HCl (8 drops) was added. The mixture was refluxed for 90 min., after which ... Reactants: C(C)(C)(C)OC(NC1(CC(C1)(C)O)C1=CC=C(C=C1)Br)=O ([1-(4-Bromo-phenyl)-3-hydroxy-3-methyl-cyclobutyl]-carbamic acid tert-butyl ester), CN(C)C=O (DMF), O (water). The reagents and catalysts are [Zn] (Zn), [C-]#N.[C-]#N.[Zn+2] (Zn(CN)2), C=1C=CC(=CC1)/C=C/C(=O)/C=C/C2=CC=CC=C2.C=1C=CC(=CC1)/C=C/C(=O)/C=C/C2=CC=CC=C2.C=1C=CC(=CC1)/C=C/C(=O)/C=C/C2=CC=CC=C2.[Pd].[Pd] (Pd2(dba)3), C1=CC=C(C=C1)P([C-]2C=CC=C2)C3=CC=CC=C3.C1=CC=C(C=C1)P([C-]2C=CC=C2)C3=CC=CC=C3.[Fe+2] (DPPF). Conditions: temperature 100 celsius, time 2 hour. Yields the product C(C)(C)(C)OC(NC1(CC(C1)(C)O)C1=CC=C(C=C1)C#N)=O ([1-(4-Cyano-phenyl)-3-hydroxy-3-methyl-cyclobutyl]-carbamic Acid Tert-Butyl Ester). As a reaction SMILES: [C:1]([O:5][C:6](=[O:21])[NH:7][C:8]1([C:14]2[CH:19]=[CH:18][C:17](Br)=[CH:16][CH:15]=2)[CH2:11][C:10]([OH:13])([CH3:12])[CH2:9]1)([CH3:4])([CH3:3])[CH3:2].O.[CH3:23][N:24](C=O)C>[Zn].[C-]#N.[C-]#N.[Zn+2].C1C=CC(/C=C/C(/C=C/C2C=CC=CC=2)=O)=CC=1.C1C=CC(/C=C/C(/C=C/C2C=CC=CC=2)=O)=CC=1.C1C=CC(/C=C/C(/C=C/C2C=CC=CC=2)=O)=CC=1.[Pd].[Pd].C1C=CC(P(C2C=CC=CC=2)[C-]2C=CC=C2)=CC=1.C1C=CC(P(C2C=CC=CC=2)[C-]2C=CC=C2)=CC=1.[Fe+2]>[C:1]([O:5][C:6](=[O:21])[NH:7][C:8]1([C:14]2[CH:19]=[CH:18][C:17]([C:23]#[N:24])=[CH:16][CH:15]=2)[CH2:11][C:10]([OH:13])([CH3:12])[CH2:9]1)([CH3:4])([CH3:3])[CH3:2] |f:4.5.6,7.8.9.10.11,12.13.14|. Procedure details: A mixture of [1-(4-Bromo-phenyl)-3-hydroxy-3-methyl-cyclobutyl]-carbamic acid tert-butyl ester 2-1 (prepared according to WO2008/070041; 3.56 g, 10 mmol), Zn (1 g, 15 mmol), Zn(CN)2 (1.76 g, 15 mmol), Pd2(dba)3 (0.5 g, 0.5 mmol) and DPPF (300 mg, 0.5 mmol) in 30 mL of DMF was stirred at 100° C. for 2 hrs under N2. After the mixture was cooled to rt, 100 mL of water was added and product was extracted with ethyl acetate 100 mL×3. The organic layer was combined, washed with brine, dried over sodiu... The yield is 63.0%. Procedure: To a solution of the compound obtained in the process (3) of Example 64 [64-3] (272 mg) in N-methyl-2-pyrrolidone (4 mL) were added potassium carbonate (555 mg) and 2,6-dichlorobenzyl chloride (516 mg) at room temperature, and then the reaction mixture was subjected to microwave irradiation at 130° C. for 40 minutes. The reaction mixture was quenched with water, and extracted with ethyl acetate. The obtained organic layer was dried over anhydrous sodium sulfate, filtered, and the filtrate was co... Product: ClC1=C(CN2C=C(C3=CC=C(C=C23)CC(=O)O)C)C(=CC=C1)Cl (2-[1-(2,6-dichlorobenzyl)-3-methyl-1H-indole-6-yl]acetic acid). The solvent is CN1C(CCC1)=O (N-methyl-2-pyrrolidone), CO (methanol), O1CCCC1 (tetrahydrofuran). Reaction SMILES: CC1C=CC=C(C)C=1C[N:5]1[C:13]2[C:8](=[CH:9][CH:10]=[C:11]([CH2:14][C:15]([OH:17])=[O:16])[CH:12]=2)[C:7]([CH3:18])=[CH:6]1.C(=O)([O-])[O-].[K+].[K+].[Cl:30][C:31]1[CH:38]=[CH:37][CH:36]=[C:35]([Cl:39])[C:32]=1[CH2:33]Cl.[OH-].[Na+]>CN1CCCC1=O.O1CCCC1.CO>[Cl:30][C:31]1[CH:38]=[CH:37][CH:36]=[C:35]([Cl:39])[C:32]=1[CH2:33][N:5]1[C:13]2[C:8](=[CH:9][CH:10]=[C:11]([CH2:14][C:15]([OH:17])=[O:16])[CH:12]=2)[C:7]([CH3:18])=[CH:6]1 |f:1.2.3,5.6|. Reactants: [OH-].[Na+] (sodium hydroxide), C([O-])([O-])=O.[K+].[K+] (potassium carbonate), ClC1=C(CCl)C(=CC=C1)Cl (2,6-dichlorobenzyl chloride), CC1=C(CN2C=C(C3=CC=C(C=C23)CC(=O)O)C)C(=CC=C1)C (2-[1-(2,6-dimethylbenzyl)-3-methyl-1H-indole-6-yl]acetic acid). Starting materials: N1=CC(=CC=C1)C(=O)C1=CC2=CC=C(C=C2C=C1)C1(OCCO1)C (2-(3-pyridylcarbonyl)-6-(2-methyl-1,3-dioxolan-2-yl)naphthalene), C(COCCOCCO)O (triethylene glycol), NN (hydrazine), [OH-].[K+] (potassium hydroxide). Solvent: O (water). Run at temperature 160 celsius. Yields the product N1=CC(=CC=C1)CC1=CC2=CC=C(C=C2C=C1)C1(OCCO1)C (2-(3-pyridylmethyl)-6-(2-methyl-1,3dioxolan-2-yl)naphthalene). Isolated yield 62.0%. Reaction SMILES: [N:1]1[CH:6]=[CH:5][CH:4]=[C:3]([C:7]([C:9]2[CH:18]=[CH:17][C:16]3[C:11](=[CH:12][CH:13]=[C:14]([C:19]4([CH3:24])[O:23][CH2:22][CH2:21][O:20]4)[CH:15]=3)[CH:10]=2)=O)[CH:2]=1.C(O)COCCOCCO.NN.[OH-].[K+]>O>[N:1]1[CH:6]=[CH:5][CH:4]=[C:3]([CH2:7][C:9]2[CH:18]=[CH:17][C:16]3[C:11](=[CH:12][CH:13]=[C:14]([C:19]4([CH3:24])[O:20][CH2:21][CH2:22][O:23]4)[CH:15]=3)[CH:10]=2)[CH:2]=1 |f:3.4|. Procedure: A mixture of 270 mg of 2-(3-pyridylcarbonyl)-6-(2-methyl-1,3-dioxolan-2-yl)naphthalene, 7 ml of triethylene glycol, 1 ml of anhydrous hydrazine and 500 mg of potassium hydroxide were heated at 160° C. for 30 minutes. The temperature was then raised to 210° C. for 1 hour. The mixture was cooled, poured into water and extracted with methylene chloride. The organic layer was dried over sodium sulfate, the solvent removed under reduced pressure and the residue chromatographed on silica gel to give 1... Starting materials: CC(=O)O, CC#N, O=Cc1c(F)ccc(F)c1Cl, Cl, NO, [Na+], O=C([O-])O, O. Product: ON=Cc1c(F)ccc(F)c1Cl. As a reaction SMILES: [C:24]([OH:25])(=[O:26])[CH3:27].[CH3:21][C:22]#[N:23].[Cl:1][c:2]1[c:3]([CH:4]=[O:5])[c:6]([F:11])[cH:7][cH:8][c:9]1[F:10].[ClH:20].[NH2:18][OH:19].[Na+:16].[O-:12][C:13]([OH:14])=[O:15].[OH2:17]>>[Cl:1][c:2]1[c:3]([CH:4]=[N:18][OH:17])[c:6]([F:11])[cH:7][cH:8][c:9]1[F:10].